This data is from the Open Reaction Database (ORD), a public repository of structured organic reaction records. The task is: describe an organic reaction: reactants, conditions, products, and yield Reactants: FC=1C=CC2=C(N(C(=N2)[C@H](C)NC(C)=O)C=2C=NC=CC2)C1 (N—[(S)-1-(6-fluoro-1-pyridin-3-yl-1H-benzoimidazol-2-yl)ethyl]acetamide), Cl (HCl), crude materials. Conditions: temperature 100 celsius. Product: FC=1C=CC2=C(N(C(=N2)[C@H](C)N)C=2C=NC=CC2)C1 ((S)-1-(6-Fluoro-1-pyridin-3-yl-1H-benzoimidazol-2-yl)ethylamine). The yield is 74.8%. RXN SMILES: [F:1][C:2]1[CH:3]=[CH:4][C:5]2[N:9]=[C:8]([C@@H:10]([NH:12]C(=O)C)[CH3:11])[N:7]([C:16]3[CH:17]=[N:18][CH:19]=[CH:20][CH:21]=3)[C:6]=2[CH:22]=1.Cl>>[F:1][C:2]1[CH:3]=[CH:4][C:5]2[N:9]=[C:8]([C@@H:10]([NH2:12])[CH3:11])[N:7]([C:16]3[CH:17]=[N:18][CH:19]=[CH:20][CH:21]=3)[C:6]=2[CH:22]=1. Procedure: A mixture of N—[(S)-1-(6-fluoro-1-pyridin-3-yl-1H-benzoimidazol-2-yl)ethyl]acetamide (126 mg) and 6N HCl (2 mL) was heated at 100° C. in a sealed vial for 1 h. After cooling to RT, the crude reaction mixture was partitioned between EtOAc and a saturated aqueous solution of NaHCO3. The organic fraction was washed with water, followed by brine, dried (Na2SO4) and concentrated in vacuo to afford 10 mg of crude material as an orange oil. The aqueous phase was re-extracted with DCM (×3) and the combi... Run at temperature 160 celsius. Starting materials: ClC1=CC(=NC=N1)C(=O)NC1=C(C=CC=C1)C (6-chloro-N-(2-methylphenyl)pyrimidine-4-carboxamide), ClC1=CC(=NC=N1)C(=O)NC1=C(C=CC=C1)C (6-chloro-N-(2-methylphenyl)pyrimidine-4-carboxamide), CCN(C(C)C)C(C)C (DIEA), C1(CCCCC1)C1(CC1)CN (cyclohexyl-cyclopropanemethyl-amine), CCO (EtOH). RXN SMILES: Cl[C:2]1[N:7]=[CH:6][N:5]=[C:4]([C:8]([NH:10][C:11]2[CH:16]=[CH:15][CH:14]=[CH:13][C:12]=2[CH3:17])=[O:9])[CH:3]=1.CC[N:20]([CH:24]([CH3:26])[CH3:25])[CH:21]([CH3:23])C.[CH:27]1(C2(CN)CC2)[CH2:32]CCC[CH2:28]1.[CH3:38][CH2:39]O>>[CH:24]1([N:20]([CH2:21][CH:23]2[CH2:39][CH2:38]2)[C:2]2[N:7]=[CH:6][N:5]=[C:4]([C:8]([NH:10][C:11]3[CH:16]=[CH:15][CH:14]=[CH:13][C:12]=3[CH3:17])=[O:9])[CH:3]=2)[CH2:25][CH2:32][CH2:27][CH2:28][CH2:26]1. Procedure details: A solution of 6-chloro-N-(2-methylphenyl)pyrimidine-4-carboxamide (Intermediate 18; 3.00 g; 12.11 mmol) in EtOH (30 ml) was treated with DIEA (4.17 ml; 24.2 mmol) and cyclohexyl-cyclopropanemethyl-amine (Chembridge; 3.71 g; 24.2 mmol) and heated at 160° C. for 1 h. At the end of addition the reaction mixture was concentrated in vacuo, diluted with water and extracted with EtOAc. The combined organic layers were washed with NH4Cl, NaHCO3 and brine, dried on magnesium sulfate and evaporated in vac... Yields the product C1(CCCCC1)N(C1=CC(=NC=N1)C(=O)NC1=C(C=CC=C1)C)CC1CC1 (6-[cyclohexyl(cyclopropylmethyl)amino]-N-(2-methylphenyl)pyrimidine-4-carboxamide). Starting materials: O1C(=NCC1)C1=CC=C(C=C2CCN(CC2)C(CC=CC2=CC=CC=C2)=O)C=C1 (4-[4-(2-oxazolin-2-yl)benzylidene]-1-(4-phenyl-3-butenoyl)piperidine), N,N'-carbonyldiimidazole, O1C(=NCC1)C1=CC=C(C=C2CCNCC2)C=C1 (4-[4-(2-oxazolin-2-yl)benzylidene]piperidine), C1(=CC=CC=C1)C=CCC(=O)O (4-phenyl-3-butenoic acid). The product is O1C(=NCC1)C1=CC=C(C=C2CCN(CC2)C(CCC#C)=O)C=C1 (4-[4-(2-Oxazolin-2-yl) benzylidene]-1-(4-pentynoyl)piperidine). As a reaction SMILES: [O:1]1[CH2:5][CH2:4][N:3]=[C:2]1[C:6]1[CH:29]=[CH:28][C:9]([CH:10]=[C:11]2[CH2:16][CH2:15][N:14]([C:17](=[O:27])[CH2:18][CH:19]=[CH:20][C:21]3C=CC=CC=3)[CH2:13][CH2:12]2)=[CH:8][CH:7]=1.O1CCN=C1C1C=CC(C=C2CCNCC2)=CC=1.C1(C=CCC(O)=O)C=CC=CC=1>>[O:1]1[CH2:5][CH2:4][N:3]=[C:2]1[C:6]1[CH:7]=[CH:8][C:9]([CH:10]=[C:11]2[CH2:12][CH2:13][N:14]([C:17](=[O:27])[CH2:18][CH2:19][C:20]#[CH:21])[CH2:15][CH2:16]2)=[CH:28][CH:29]=1. Procedure: 4-[4-(2-oxazolin-2-yl)benzylidene]-1-(4-phenyl-3-butenoyl)piperidine from 4-[4-(2-oxazolin-2-yl)benzylidene]piperidine, 4-phenyl-3-butenoic acid and N,N'-carbonyldiimidazole. Melting point: 139° C. The reactants are C(CCCC)C1=C(NC2=CC=CC=C12)C=1C=C2C=CC(=CC2=CC1)OCC#N ({[6-(3-pentyl-1H-indol-2-yl)-2-naphthyl]oxy}acetonitrile), CC(=O)OC(=O)C (Ac2O), CC1(C2CCC1(C(=O)C2)CS(=O)(=O)O)C (CSA), CC1(C2CCC1(C(=O)C2)CS(=O)(=O)O)C (CSA). Conditions: temperature 70 celsius, time 24 hour. Yields the product C(C)(=O)N1C(=C(C2=CC=CC=C12)CCCCC)C=1C=C2C=CC(=CC2=CC1)OCC#N ({[6-(1-Acetyl-3-pentyl-1H-indol-2-yl)-2-naphthyl]oxy}acetonitrile). Yield: 49.1%. RXN SMILES: [CH2:1]([C:6]1[C:14]2[C:9](=[CH:10][CH:11]=[CH:12][CH:13]=2)[NH:8][C:7]=1[C:15]1[CH:16]=[C:17]2[C:22](=[CH:23][CH:24]=1)[CH:21]=[C:20]([O:25][CH2:26][C:27]#[N:28])[CH:19]=[CH:18]2)[CH2:2][CH2:3][CH2:4][CH3:5].[CH3:29][C:30](OC(C)=O)=[O:31].CC1(C)C2(CS(O)(=O)=O)C(CC1CC2)=O>>[C:30]([N:8]1[C:9]2[C:14](=[CH:13][CH:12]=[CH:11][CH:10]=2)[C:6]([CH2:1][CH2:2][CH2:3][CH2:4][CH3:5])=[C:7]1[C:15]1[CH:16]=[C:17]2[C:22](=[CH:23][CH:24]=1)[CH:21]=[C:20]([O:25][CH2:26][C:27]#[N:28])[CH:19]=[CH:18]2)(=[O:31])[CH3:29]. Reported procedure: To a stirred solution of {[6-(3-pentyl-1H-indol-2-yl)-2-naphthyl]oxy}acetonitrile (0.300 g, 0.814 mmol) in Ac2O (3 mL, 3.18 mmol) at rt was added a catalytic amount of CSA (0.019 g, 0.0814 mmol). The reaction was heated to 70° C. for 18 h, and by TLC the reaction was about one half complete. Another 19 mg of CSA added and kept at 70° C. for an additional 24 h. After this time, the reaction mixture was quenched with 1 N HCl (˜2 mL). The resulting solution was extracted with EtOAc (100 mL). The or... Starting materials: C(C)(=O)O[BH-](OC(C)=O)OC(C)=O.[Na+] (sodium triacetoxyborohydride), [OH-].[Na+] (NaOH), BrC=1C=C2CCCN(C2=CC1)C(CCl)=O (1-(6-bromo-3,4-dihydroquinolin-1(2H)-yl)-2-chloroethanone), CN(CCN1CCC2=CC(=CC=C12)[N+](=O)[O-])C (N,N-Dimethyl-2-(5-nitroindolin-1-yl)ethanamine), C(C)(=O)O (acetic acid). Run in ClCCCl (1,2-dichloroethane). Run at time 3 hour. The product is O1CCOC12CCC(CC2)N2CCCC1=CC=CC=C21 (1-(1,4-Dioxaspiro[4.5]decan-8-yl)-1,2,3,4-tetrahydroquinoline). Yield: 53.6%. As a reaction SMILES: Br[C:2]1[CH:3]=[C:4]2[C:9](=[CH:10][CH:11]=1)[N:8]([C:12](=O)[CH2:13]Cl)[CH2:7][CH2:6][CH2:5]2.CN(C)CCN1[C:28]2[C:23](=CC([N+]([O-])=O)=[CH:26][CH:27]=2)CC1.[C:33]([OH:36])(=O)[CH3:34].C(O[BH-](OC(=O)C)OC(=O)C)(=[O:39])C.[Na+].[OH-].[Na+]>ClCCCl>[O:39]1[C:28]2([CH2:23][CH2:13][CH:12]([N:8]3[C:9]4[C:4](=[CH:3][CH:2]=[CH:11][CH:10]=4)[CH2:5][CH2:6][CH2:7]3)[CH2:26][CH2:27]2)[O:36][CH2:33][CH2:34]1 |f:3.4,5.6|. Reported procedure: A solution of compound 1 (0.2 g, 1.502 mmol) and compound 2 (0.28 g, 1.802 mmol) in dry 1,2-dichloroethane (5 mL) was treated with acetic acid (0.085 mL, 1.502 mmol) followed by sodium triacetoxyborohydride (0.38 g, 1.802 mmol) at 0° C. The resulting mixture was brought to room temperature and stirred for 3 h. The reaction was basified with 1 N NaOH solution (20 mL) and the product was extracted into ethyl acetate (2×20 mL). The combined ethyl acetate layer was washed with brine (15 mL) and drie...